This data is from the Open Reaction Database (ORD), a public repository of structured organic reaction records. The task is: describe an organic reaction: reactants, conditions, products, and yield Starting materials: ClCC(C(C=C)(C)C)=O (5-chloro-3,3-dimethylpent-1-en-4-one), C([O-])([O-])=O.[K+].[K+] (potassium carbonate), OC1=CC=C(C=C1)C1=CC=CC=C1 (4-hydroxybiphenyl). Run in CC(=O)C (acetone). The product is C1(=CC=C(C=C1)OCC(C(C=C)(C)C)=O)C1=CC=CC=C1 (5-(biphenyl-4-yloxy)-3,3-dimethylpent-1-en-4-one). The yield is 95.0%. As a reaction SMILES: Cl[CH2:2][C:3](=[O:9])[C:4]([CH3:8])([CH3:7])[CH:5]=[CH2:6].C(=O)([O-])[O-].[K+].[K+].[OH:16][C:17]1[CH:22]=[CH:21][C:20]([C:23]2[CH:28]=[CH:27][CH:26]=[CH:25][CH:24]=2)=[CH:19][CH:18]=1>CC(C)=O>[C:20]1([C:23]2[CH:28]=[CH:27][CH:26]=[CH:25][CH:24]=2)[CH:19]=[CH:18][C:17]([O:16][CH2:2][C:3](=[O:9])[C:4]([CH3:8])([CH3:7])[CH:5]=[CH2:6])=[CH:22][CH:21]=1 |f:1.2.3|. Reported procedure: 196.5 g (1.34 mol) of 5-chloro-3,3-dimethylpent-1-en-4-one were added dropwise to a mixture of 184.9 g (1.34 mol) of potassium carbonate and 227.8 g (1.34 mol) of 4-hydroxybiphenyl in 1,000 ml of boiling acetone, in the course of one hour. The mixture was heated to the boil after 5 hours, allowed to cool to room temperature, and filtered off from the precipitated potassium chloride. The oil which remained after the filtrate had been concentrated was taken up in 1,000 ml of ethyl acetate. The sol... Reactants: O=S(=O)(c1ccc(F)c(Cl)c1)N1CCOCC1, O=C(O)Cc1cc(O)cc(C(F)(F)F)c1. Yields the product O=C(O)Cc1cc(Oc2ccc(S(=O)(=O)N3CCOCC3)cc2Cl)cc(C(F)(F)F)c1. As a reaction SMILES: [Cl:16][c:17]1[cH:18][c:19]([S:24](=[O:25])(=[O:26])[N:27]2[CH2:28][CH2:29][O:30][CH2:31][CH2:32]2)[cH:20][cH:21][c:22]1[F:23].[OH:1][c:2]1[cH:3][c:4]([CH2:12][C:13](=[O:14])[OH:15])[cH:5][c:6]([C:8]([F:9])([F:10])[F:11])[cH:7]1>>[O:1]([c:2]1[cH:3][c:4]([CH2:12][C:13](=[O:14])[OH:15])[cH:5][c:6]([C:8]([F:9])([F:10])[F:11])[cH:7]1)[c:22]1[c:17]([Cl:16])[cH:18][c:19]([S:24](=[O:25])(=[O:26])[N:27]2[CH2:28][CH2:29][O:30][CH2:31][CH2:32]2)[cH:20][cH:21]1. The reactants are OC1=C(C(=O)O)C=C(C=C1)N1C=CC=C1 (2-hydroxy-5-(pyrrol-1-yl)benzoic acid), FC(C=1C=C(N)C=C(C1)C(F)(F)F)(F)F (3,5-bis(trifluoromethyl)-aniline), raw materials. Yields the product FC(C=1C=C(C=C(C1)C(F)(F)F)NC(C1=C(C=CC(=C1)N1C=CC=C1)O)=O)(F)F (N-[3,5-Bis(trifluoromethyl)phenyl]2-hydroxy-5-(pyrrol-1-yl)benzamide). Isolated yield 57.8%. Reaction SMILES: [OH:1][C:2]1[CH:10]=[CH:9][C:8]([N:11]2[CH:15]=[CH:14][CH:13]=[CH:12]2)=[CH:7][C:3]=1[C:4]([OH:6])=O.[F:16][C:17]([F:30])([F:29])[C:18]1[CH:19]=[C:20]([CH:22]=[C:23]([C:25]([F:28])([F:27])[F:26])[CH:24]=1)[NH2:21]>>[F:16][C:17]([F:29])([F:30])[C:18]1[CH:19]=[C:20]([NH:21][C:4](=[O:6])[C:3]2[CH:7]=[C:8]([N:11]3[CH:15]=[CH:14][CH:13]=[CH:12]3)[CH:9]=[CH:10][C:2]=2[OH:1])[CH:22]=[C:23]([C:25]([F:26])([F:28])[F:27])[CH:24]=1. Procedure details: Using 2-hydroxy-5-(pyrrol-1-yl)benzoic acid and 3,5-bis(trifluoromethyl)-aniline as the raw materials, the same operation as the example 16 gave the title compound.